From a dataset of the Open Reaction Database (ORD), a public repository of structured organic reaction records. describe an organic reaction: reactants, conditions, products, and yield The reactants are [I-].ClC1=[N+](C=CC=C1)C (2-Chloro-N-methylpyridinium iodide), COC1=CC=C(C(=S)NC(C)=O)C=C1 (N-(4-methoxy-thiobenzoyl)acetamide), Cl.Cl.NC(C(=O)NC1(CCN(CC1)C)C#N)CC1CCCCC1 (2-amino-N-(4-cyano-1-methyl-piperidin-4-yl)-3-cyclohexyl-propionamide bis hydrochloride salt), C(C)(C)N(C(C)C)CC (N,N-diisopropylethylamine). The solvent is ClCCl (dichloromethane), ClCCl (dichloromethane). Run at time 2 hour. Product: C(C)(=O)N=C(C1=CC=C(C=C1)OC)NC(C(=O)NC1(CCN(CC1)C)C#N)CC1CCCCC1 (2-{[Acetylimino-(4-methoxy-phenyl)-methyl]-amino}-N-(4-cyano-1-methyl-piperidin-4-yl)-3-cyclohexyl-propionamide), solid. The yield is 40.0%. Reaction SMILES: [I-].ClC1C=CC=C[N+]=1C.[CH3:10][O:11][C:12]1[CH:23]=[CH:22][C:15]([C:16]([NH:18][C:19](=[O:21])[CH3:20])=S)=[CH:14][CH:13]=1.Cl.Cl.[NH2:26][CH:27]([CH2:40][CH:41]1[CH2:46][CH2:45][CH2:44][CH2:43][CH2:42]1)[C:28]([NH:30][C:31]1([C:38]#[N:39])[CH2:36][CH2:35][N:34]([CH3:37])[CH2:33][CH2:32]1)=[O:29].C(N(CC)C(C)C)(C)C>ClCCl>[C:19]([N:18]=[C:16]([NH:26][CH:27]([CH2:40][CH:41]1[CH2:42][CH2:43][CH2:44][CH2:45][CH2:46]1)[C:28]([NH:30][C:31]1([C:38]#[N:39])[CH2:32][CH2:33][N:34]([CH3:37])[CH2:35][CH2:36]1)=[O:29])[C:15]1[CH:22]=[CH:23][C:12]([O:11][CH3:10])=[CH:13][CH:14]=1)(=[O:21])[CH3:20] |f:0.1,3.4.5|. Procedure: 2-Chloro-N-methylpyridinium iodide (660 mg, 2.58 mmol), was added to a solution of N-(4-methoxy-thiobenzoyl)acetamide (420 mg, 2.01 mmol), 2-amino-N-(4-cyano-1-methyl-piperidin-4-yl)-3-cyclohexyl-propionamide bis hydrochloride salt (730 mg, 2.00 mmol), and N,N-diisopropylethylamine (1.05 mL, 6.02 mmol) in dichloromethane (8.0 mL). The reaction mixture was stirred at room temperature for 2 h, then diluted with dichloromethane (100 mL)and washed with 2×150 mL of saturated sodium bicarbonate. The o... Starting materials: ClC1=C(C=C(C=C1)B1OC(C(O1)(C)C)(C)C)C (2-(4-chloro-3-methyl-phenyl)-4,4,5,5-tetramethyl-[1,3,2]dioxaborolane), ClC=1C=C(N=NC1)CN1C(=NC=C1)C (5-chloro-3-(2-methyl-imidazol-1-yl-methyl)-pyridazine). Product: Cl.ClC1=C(C=C(C=C1)C=1C=C(N=NC1)CN1C(=NC=C1)C)C (5-(4-Chloro-3-methyl-phenyl)-3-(2-methyl-imidazol-1-yl-methyl)-pyridazine hydrochloride). RXN SMILES: [Cl:1][C:2]1[CH:7]=[CH:6][C:5](B2OC(C)(C)C(C)(C)O2)=[CH:4][C:3]=1[CH3:17].Cl[C:19]1[CH:20]=[C:21]([CH2:25][N:26]2[CH:30]=[CH:29][N:28]=[C:27]2[CH3:31])[N:22]=[N:23][CH:24]=1>>[ClH:1].[Cl:1][C:2]1[CH:7]=[CH:6][C:5]([C:19]2[CH:20]=[C:21]([CH2:25][N:26]3[CH:30]=[CH:29][N:28]=[C:27]3[CH3:31])[N:22]=[N:23][CH:24]=2)=[CH:4][C:3]=1[CH3:17] |f:2.3|. Procedure details: The title compound, MS: m/e=299.3 (M+H+), was prepared from 2-(4-chloro-3-methyl-phenyl)-4,4,5,5-tetramethyl-[1,3,2]dioxaborolane and 5-chloro-3-(2-methyl-imidazol-1-yl-methyl)-pyridazine. Starting materials: C#CCBr, O=C([O-])[O-], Cl, O=C(Cn1nc(C(F)F)cc1C(F)F)N1CCC(c2nc(C3=NOC(c4ccccc4O)C3)cs2)CC1, [I-], [K+], [K+], [K+], CN(C)C=O. As a reaction SMILES: [Br:46][CH2:47][C:48]#[CH:49].[C:38](=[O:39])([O-:40])[O-:41].[ClH:50].[F:1][CH:2]([c:3]1[n:4][n:5]([CH2:11][C:12](=[O:13])[N:14]2[CH2:15][CH2:16][CH:17]([c:20]3[s:21][cH:22][c:23]([C:25]4=[N:26][O:27][CH:28]([c:30]5[c:31]([OH:36])[cH:32][cH:33][cH:34][cH:35]5)[CH2:29]4)[n:24]3)[CH2:18][CH2:19]2)[c:6]([CH:8]([F:9])[F:10])[cH:7]1)[F:37].[I-:45].[K+:42].[K+:43].[K+:44].[O:51]=[CH:52][N:53]([CH3:54])[CH3:55]>>[F:1][CH:2]([c:3]1[n:4][n:5]([CH2:11][C:12](=[O:13])[N:14]2[CH2:15][CH2:16][CH:17]([c:20]3[s:21][cH:22][c:23]([C:25]4=[N:26][O:27][CH:28]([c:30]5[c:31]([O:36][CH2:49][C:48]#[CH:47])[cH:32][cH:33][cH:34][cH:35]5)[CH2:29]4)[n:24]3)[CH2:18][CH2:19]2)[c:6]([CH:8]([F:9])[F:10])[cH:7]1)[F:37]. Product: C#CCOc1ccccc1C1CC(c2csc(C3CCN(C(=O)Cn4nc(C(F)F)cc4C(F)F)CC3)n2)=NO1. Starting materials: ClC1=CC(=C(C=C1)/C=C/C(=O)C=1C=CC(NC1)=O)C (5-[(E)-3-(4-chloro-2-methyl-phenyl)-acryloyl]-1H-pyridin-2-one), IC (iodomethane), C([O-])([O-])=O.[K+].[K+] (potassium carbonate). Yields the product ClC1=CC(=C(C=C1)/C=C/C(=O)C=1C=CC(N(C1)C)=O)C (5-[(E)-3-(4-Chloro-2-methyl-phenyl)-acryloyl]-1-methyl-1H-pyridin-2-one). As a reaction SMILES: [Cl:1][C:2]1[CH:7]=[CH:6][C:5](/[CH:8]=[CH:9]/[C:10]([C:12]2[CH:13]=[CH:14][C:15](=[O:18])[NH:16][CH:17]=2)=[O:11])=[C:4]([CH3:19])[CH:3]=1.IC.[C:22](=O)([O-])[O-].[K+].[K+]>>[Cl:1][C:2]1[CH:7]=[CH:6][C:5](/[CH:8]=[CH:9]/[C:10]([C:12]2[CH:13]=[CH:14][C:15](=[O:18])[N:16]([CH3:22])[CH:17]=2)=[O:11])=[C:4]([CH3:19])[CH:3]=1 |f:2.3.4|. Reported procedure: In analogy to example 161, step 1, 5-[(E)-3-(4-chloro-2-methyl-phenyl)-acryloyl]-1H-pyridin-2-one was reacted with iodomethane in the presence of potassium carbonate to give the title compound as a light yellow solid, MS (ESI+): m/z=288.0 [M+H]+. The reactants are C(C)(C)(C)OC(=O)N1[C@@H](CCC1)COC1=CC=C(C(=O)OC)C=C1 (Methyl 4-(1-tert-butoxycarbonyl-(2S)-pyrrolidinyl)methoxybenzoate). The reagents and catalysts are [Rh] (Rh on alumina). Run in CCO (EtOH). Product: C(C)(C)(C)OC(=O)N1[C@@H](CCC1)CO[C@H]1CC[C@H](CC1)C(=O)OC (methyl cis-4-[(1-tert-butoxycarbonyl-(2S)-pyrrolidinyl)methoxy]cyclohexanecarboxylate). The yield is 90.9%. Reaction SMILES: [C:1]([O:5][C:6]([N:8]1[CH2:12][CH2:11][CH2:10][C@H:9]1[CH2:13][O:14][C:15]1[CH:24]=[CH:23][C:18]([C:19]([O:21][CH3:22])=[O:20])=[CH:17][CH:16]=1)=[O:7])([CH3:4])([CH3:3])[CH3:2]>CCO.[Rh]>[C:1]([O:5][C:6]([N:8]1[CH2:12][CH2:11][CH2:10][C@H:9]1[CH2:13][O:14][C@@H:15]1[CH2:24][CH2:23][C@H:18]([C:19]([O:21][CH3:22])=[O:20])[CH2:17][CH2:16]1)=[O:7])([CH3:4])([CH3:3])[CH3:2]. Procedure: Methyl 4-(1-tert-butoxycarbonyl-(2S)-pyrrolidinyl)methoxybenzoate (1.0 g, 2.9 mmol) and 5% Rh on alumina (500 mg) in 10 ml EtOH/1 ml AcOH was hydrogenated at rt at 5 atm for 36 hr. The catalyst filtered off, the filtrate concentrated in vacuo and the residue purified by column chromatography on silica gel with n-hexane-EtOAc (6:1, v/v) as eluent to give methyl cis-4-[(1-tert-butoxycarbonyl-(2S)-pyrrolidinyl)methoxy]cyclohexanecarboxylate (900 mg, 89%) pale yellow oil. 1H-NMR (CDCl3) δ1.46(s,9H),... Reactants: O.[OH-].[Li+] (Lithium hydroxide monohydrate), FC=1C=C(C=CC1)[C@H]1N2C(C(CC[C@H]2CCC1)P(OCC)(OCC)=O)=O (diethyl [(6S*,9aR*)-6-(3-fluorophenyl)-4-oxooctahydroquinolizin-3-yl]phosphonate), COC=1C=C(C=O)C=CC1N1C=NC(=C1)C (3-methoxy-4-(4-methyl-1H-imidazol-1-yl)benzaldehyde), C(C)(=O)OCC (Ethyl acetate). Solvent: O1CCCC1 (tetrahydrofuran), C(C)O (ethanol). Reaction conditions: time 1 hour. Yields the product FC=1C=C(C=CC1)[C@H]1N2C(/C(/CC[C@H]2CCC1)=C/C1=CC(=C(C=C1)N1C=NC(=C1)C)OC)=O ((E)-(6S*,9aR*)-6-(3-fluorophenyl)-3-[3-methoxy-4-(4-methyl-1H-imidazol-1-yl)benzylidene]octahydroquinolizin-4-one). Isolated yield 74.9%. Reaction SMILES: O.[OH-].[Li+].[F:4][C:5]1[CH:6]=[C:7]([C@@H:11]2[CH2:20][CH2:19][CH2:18][C@H:17]3[N:12]2[C:13](=[O:29])[CH:14](P(=O)(OCC)OCC)[CH2:15][CH2:16]3)[CH:8]=[CH:9][CH:10]=1.[CH3:30][O:31][C:32]1[CH:33]=[C:34]([CH:37]=[CH:38][C:39]=1[N:40]1[CH:44]=[C:43]([CH3:45])[N:42]=[CH:41]1)[CH:35]=O.C(OCC)(=O)C>O1CCCC1.C(O)C>[F:4][C:5]1[CH:6]=[C:7]([C@@H:11]2[CH2:20][CH2:19][CH2:18][C@H:17]3[N:12]2[C:13](=[O:29])/[C:14](=[CH:35]/[C:34]2[CH:37]=[CH:38][C:39]([N:40]4[CH:44]=[C:43]([CH3:45])[N:42]=[CH:41]4)=[C:32]([O:31][CH3:30])[CH:33]=2)/[CH2:15][CH2:16]3)[CH:8]=[CH:9][CH:10]=1 |f:0.1.2|. Procedure: Lithium hydroxide monohydrate (220 mg) was added to a mixed solution of diethyl [(6S*,9aR*)-6-(3-fluorophenyl)-4-oxooctahydroquinolizin-3-yl]phosphonate (670 mg) and 3-methoxy-4-(4-methyl-1H-imidazol-1-yl)benzaldehyde (378 mg) in tetrahydrofuran (15 mL) and ethanol (5 mL) at room temperature, and the reaction solution was stirred at room temperature for one hour. Ethyl acetate was added to the reaction solution, which was then sequentially washed with saturated sodium bicarbonate water and brine... The reactants are O=C([O-])[O-], COc1ccc(CCl)cc1, CCC(C)=O, [I-], [K+], [K+], [Na+], O, CCC(=O)c1ccc(O)cc1. Product: CCC(=O)c1ccc(OCc2ccc(OC)cc2)cc1. Reaction SMILES: [C:12](=[O:13])([O-:14])[O-:15].[CH3:20][O:21][c:22]1[cH:23][cH:24][c:25]([CH2:26][Cl:27])[cH:28][cH:29]1.[CH3:30][C:31](=[O:32])[CH2:33][CH3:34].[I-:19].[K+:16].[K+:17].[Na+:18].[OH2:35].[OH:1][c:2]1[cH:3][cH:4][c:5]([C:8]([CH2:9][CH3:10])=[O:11])[cH:6][cH:7]1>>[O:1]([c:2]1[cH:3][cH:4][c:5]([C:8]([CH2:9][CH3:10])=[O:11])[cH:6][cH:7]1)[CH2:26][c:25]1[cH:24][cH:23][c:22]([O:21][CH3:20])[cH:29][cH:28]1.